describe an organic reaction: reactants, conditions, products, and yield From a dataset of the Open Reaction Database (ORD), a public repository of structured organic reaction records. Starting materials: O=C([O-])[O-], CCCCc1oc2ccccc2c1C(=O)c1ccccc1O, CCO, ClCC1CO1, [K+], [K+]. Yields the product CCCCc1oc2ccccc2c1C(=O)c1ccccc1OCC1CO1. RXN SMILES: [C:28](=[O:29])([O-:30])[O-:31].[CH2:1]([CH2:2][CH2:3][CH3:4])[c:5]1[o:6][c:7]2[c:8]([c:9]1[C:10]([c:11]1[c:12]([OH:17])[cH:13][cH:14][cH:15][cH:16]1)=[O:18])[cH:19][cH:20][cH:21][cH:22]2.[CH3:34][CH2:35][OH:36].[Cl:23][CH2:24][CH:25]1[CH2:26][O:27]1.[K+:32].[K+:33]>>[CH2:1]([CH2:2][CH2:3][CH3:4])[c:5]1[o:6][c:7]2[c:8]([c:9]1[C:10]([c:11]1[c:12]([O:17][CH2:24][CH:25]3[CH2:26][O:27]3)[cH:13][cH:14][cH:15][cH:16]1)=[O:18])[cH:19][cH:20][cH:21][cH:22]2.